This data is from the Open Reaction Database (ORD), a public repository of structured organic reaction records. The task is: describe an organic reaction: reactants, conditions, products, and yield RXN SMILES: [CH3:1][C:2]1([OH:39])[CH:25]=[C:24]2[C@:19]([CH3:37])([CH2:20][CH2:21][C@H:22]([O:26][Si:27]([CH:34]([CH3:36])[CH3:35])([CH:31]([CH3:33])[CH3:32])[CH:28]([CH3:30])[CH3:29])[CH2:23]2)[C@@H:18]2[C@@H:3]1[C@H:4]1[C@:15]([CH3:38])([CH2:16][CH2:17]2)[C@@H:7]([C@H:8]([CH3:14])[CH2:9][CH2:10][C:11]([OH:13])=[O:12])[CH2:6][CH2:5]1.[CH3:40][Si](C=[N+]=[N-])(C)C.N#N>C1(C)C=CC=CC=1.CO>[OH:39][C:2]1([CH3:1])[CH:25]=[C:24]2[C@:19]([CH3:37])([CH2:20][CH2:21][C@H:22]([O:26][Si:27]([CH:28]([CH3:30])[CH3:29])([CH:31]([CH3:32])[CH3:33])[CH:34]([CH3:36])[CH3:35])[CH2:23]2)[C@@H:18]2[C@@H:3]1[C@H:4]1[C@:15]([CH3:38])([CH2:16][CH2:17]2)[C@@H:7]([C@H:8]([CH3:14])[CH2:9][CH2:10][C:11]([O:13][CH3:40])=[O:12])[CH2:6][CH2:5]1. Run in C1(=CC=CC=C1)C (toluene), CO (methanol). The reactants are CC1([C@H]2[C@@H]3CC[C@H]([C@@H](CCC(=O)O)C)[C@]3(CC[C@@H]2[C@]2(CC[C@@H](CC2=C1)O[Si](C(C)C)(C(C)C)C(C)C)C)C)O (7-methyl-7-hydroxy-3β-triisopropylsilyloxychol-5-en-24-oic acid), C[Si](C)(C)C=[N+]=[N-] (trimethylsilyldiazomethane), N#N (N2). Reported procedure: To a solution of 7-hydroxy-7-methyl-3β-triisopropylsilyl-oxychol-5-en-24-oic acid (5) (5.38 g, 9.68 mmoles) in toluene (70 ml) and methanol (20 ml) was added dropwise at room temperature trimethylsilyldiazomethane (2.0N in hexane, ~5 ml). After 30 minutes N2 evolution ceased, and the reaction mixture was a pale yellow. The solvent was removed in vacuo to give 4.67 g of crude 6 as a brown syrup. NMR (CDCl3) indicated a mixture of 7-isomers: δ0.69 (two peaks, 18-Me); 3.63 (s, CO2Me); 5.12 & 5.18 (... The product is OC1([C@H]2[C@@H]3CC[C@H]([C@@H](CCC(=O)OC)C)[C@]3(CC[C@@H]2[C@]2(CC[C@@H](CC2=C1)O[Si](C(C)C)(C(C)C)C(C)C)C)C)C (methyl 7-hydroxy-7-methyl-3β-triisopropylsilyloxy-chol-5-en-24-oate). Starting materials: BrCC=1SC2=C(N1)C=CC=C2 (2-bromomethylbenzothiazole), CN (methylamine). Solvent: C1CCOC1 (THF). Conditions: time 8 hour. Product: CNCC=1SC2=C(N1)C=CC=C2 (2-[(Methylamino)methyl]benzothiazole). Yield: 115.4%. As a reaction SMILES: Br[CH2:2][C:3]1[S:4][C:5]2[CH:11]=[CH:10][CH:9]=[CH:8][C:6]=2[N:7]=1.[CH3:12][NH2:13]>C1COCC1>[CH3:12][NH:13][CH2:2][C:3]1[S:4][C:5]2[CH:11]=[CH:10][CH:9]=[CH:8][C:6]=2[N:7]=1. Procedure: To a stirred solution of 2-bromomethylbenzothiazole (0.4 g. 1.75 mmol) in THF (4 mL) was added 40% aqueous methylamine (0.30 g, 8.77 mmol). Stirring was continued overnight, then the mixture was concentrated. The residue was taken up in H2O, neutralized with 2.5 N NaOH, and extracted with CH2Cl2. The organic extracts were dried (MgSO4) and concentrated to give the title compound (0.36 g, 80%) as a brown oil: 1H NMR (250 MHz, DMSO-d6): δ 2.70 (s, 3H), 4.71 (s, 2H), 7.55 (m, 2H), 8.0 (d, J=7.9 Hz,... Yields the product O=[N+]([O-])c1cc(Cl)cc2c1[nH]c1cncc(F)c12. Reaction SMILES: [C:23](=[O:24])([OH:25])[O-:26].[CH3:21][OH:22].[Cl:6][c:7]1[cH:8][c:9]2[c:10]3[c:11]([F:20])[cH:12][n:13][cH:14][c:15]3[nH:16][c:17]2[cH:18][cH:19]1.[Na+:1].[Na+:27].[O-:2][N+:3]([O-:4])=[O:5].[OH:28][C:29]([C:30]([F:31])([F:32])[F:33])=[O:34]>>[O-:2][N+:3](=[O:5])[c:18]1[c:17]2[c:9]([cH:8][c:7]([Cl:6])[cH:19]1)[c:10]1[c:11]([F:20])[cH:12][n:13][cH:14][c:15]1[nH:16]2. The reactants are O=C([O-])O, CO, Fc1cncc2[nH]c3ccc(Cl)cc3c12, [Na+], [Na+], O=[N+]([O-])[O-], O=C(O)C(F)(F)F. Starting materials: BrCCCCN1S(C2=C(C1=O)C=CC=C2)(=O)=O (2-(4-bromobutyl)-1,2-benzoisothiazol-3-(2H)-one 1,1-dioxide), N1=C(N=CC=C1)N1CCNCC1 (1-(2-pyrimidyl)piperazine), C(=O)([O-])[O-].[K+].[K+] (K2CO3). The solvent is CN(C=O)C (dimethylformamide). Product: N1=C(N=CC=C1)N1CCN(CC1)CCCCN1S(C2=C(C1=O)C=CC=C2)(=O)=O (2-(4-(4-(2-pyrimidinyl)-1-piperazinyl)-butyl)-1,2-benzoisothiazol-3(2H)-one-1,1-dioxide). RXN SMILES: Br[CH2:2][CH2:3][CH2:4][CH2:5][N:6]1[C:10](=[O:11])[C:9]2[CH:12]=[CH:13][CH:14]=[CH:15][C:8]=2[S:7]1(=[O:17])=[O:16].[N:18]1[CH:23]=[CH:22][CH:21]=[N:20][C:19]=1[N:24]1[CH2:29][CH2:28][NH:27][CH2:26][CH2:25]1.C([O-])([O-])=O.[K+].[K+]>CN(C)C=O>[N:18]1[CH:23]=[CH:22][CH:21]=[N:20][C:19]=1[N:24]1[CH2:29][CH2:28][N:27]([CH2:2][CH2:3][CH2:4][CH2:5][N:6]2[C:10](=[O:11])[C:9]3[CH:12]=[CH:13][CH:14]=[CH:15][C:8]=3[S:7]2(=[O:17])=[O:16])[CH2:26][CH2:25]1 |f:2.3.4|. Procedure details: 0.02 mole o& 2-(4-bromobutyl)-1,2-benzoisothiazol-3-(2H)-one 1,1-dioxide and 0.02 mole of 1-(2-pyrimidyl)piperazine are stirred with 0.02 mole of K2CO3 in 150 ml of absolute dimethylformamide (DMF) at 100° C. for 1 hour. The mixture is then concentrated. Water is added and the organic substance is taken up in methylene chloride (CH2Cl2). The dried CH2Cl2 phase is applied to a silica gel column and eluted with CH2Cl2 /CH3OH (95:5).